Dataset: the Open Reaction Database (ORD), a public repository of structured organic reaction records. Task: describe an organic reaction: reactants, conditions, products, and yield Starting materials: CCOC(C)=O, O=C(Cl)Cl, Nc1ncc(I)s1. Yields the product O=C=Nc1ncc(I)s1. As a reaction SMILES: [CH3:12][CH2:13][O:14][C:15](=[O:16])[CH3:17].[Cl:8][C:9]([Cl:10])=[O:11].[NH2:1][c:2]1[s:3][c:4]([I:7])[cH:5][n:6]1>>[N:1]([c:2]1[s:3][c:4]([I:7])[cH:5][n:6]1)=[C:9]=[O:11]. Yields the product CC([C@@H](C(=O)O)N1C(C2=CC(=CC=C2C1)C1=CC=C(C=C1)NC(=O)NC1=CC=CC=C1)=O)C ((S)-3-Methyl-2-(1-oxo-6-(4-(3-phenylureido)phenyl)isoindolin-2-yl)butanoic acid). Procedure details: The compound of example 16 was prepared analogous to compound of example 8 by hydrolysis of compound of example 14. Reaction SMILES: F[C:2]1[CH:7]=[CH:6][C:5]([NH:8][C:9](=[O:34])[NH:10][C:11]2[CH:16]=[CH:15][C:14]([C:17]3[CH:25]=[C:24]4[C:20]([CH2:21][N:22]([C@@H:27]([CH:31]([CH3:33])[CH3:32])[C:28]([OH:30])=[O:29])[C:23]4=[O:26])=[CH:19][CH:18]=3)=[CH:13][CH:12]=2)=[CH:4][CH:3]=1.FC1C=C(NC(=O)NC2C=CC(C3C=C4C(CN([C@@H](C(C)C)C(O)=O)C4=O)=CC=3)=CC=2)C=CC=1>>[CH3:32][CH:31]([CH3:33])[C@H:27]([N:22]1[CH2:21][C:20]2[C:24](=[CH:25][C:17]([C:14]3[CH:15]=[CH:16][C:11]([NH:10][C:9]([NH:8][C:5]4[CH:6]=[CH:7][CH:2]=[CH:3][CH:4]=4)=[O:34])=[CH:12][CH:13]=3)=[CH:18][CH:19]=2)[C:23]1=[O:26])[C:28]([OH:30])=[O:29]. Isolated yield 88.0%. The reactants are FC1=CC=C(C=C1)NC(NC1=CC=C(C=C1)C1=CC=C2CN(C(C2=C1)=O)[C@H](C(=O)O)C(C)C)=O ((S)-2-(6-(4-(3-(4-Fluorophenyl)ureido)phenyl)-1-oxoisoindolin-2-yl)-3-methyl butanoic acid), FC=1C=C(C=CC1)NC(NC1=CC=C(C=C1)C1=CC=C2CN(C(C2=C1)=O)[C@H](C(=O)O)C(C)C)=O ((S)-2-(6-(4-(3-(3-Fluorophenyl)ureido)phenyl)-1-oxoisoindolin-2-yl)-3-methyl butanoic acid). Product: COc1cccc(C(=O)Nc2ccc(O)nc2)c1. Reaction SMILES: [CH3:1][O:2][c:3]1[cH:4][c:5]([C:6](=[O:7])[Cl:8])[cH:9][cH:10][cH:11]1.[Cl:12][c:13]1[cH:14][cH:15][c:16]([C:17](=[O:18])[NH:19][c:20]2[cH:21][n:22][c:23]([OH:26])[cH:24][cH:25]2)[cH:27][cH:28]1>>[CH3:1][O:2][c:3]1[cH:4][c:5]([C:6](=[O:7])[NH:19][c:20]2[cH:21][n:22][c:23]([OH:26])[cH:24][cH:25]2)[cH:9][cH:10][cH:11]1. The reactants are COc1cccc(C(=O)Cl)c1, O=C(Nc1ccc(O)nc1)c1ccc(Cl)cc1. Starting materials: NC=1SC=CN1 (2-amino-thiazole), N1=C(C=CC=C1)C#CC1=CC=C(O1)C=O (5-(pyridine-2-yl-ethynyl)-furan-2-carbaldehyde), C(C)(C)(C)[N+]#[C-] (tert.butyl-isonitril), Cl(=O)(=O)(=O)O (perchloric acid), C(=O)([O-])[O-].[Na+].[Na+] (Na2CO3). The solvent is C(Cl)(Cl)Cl (chloroform), C(Cl)Cl (DCM). Run at time 16 hour. The product is C(C)(C)(C)NC1=C(N=C2SC=CN21)C=2OC(=CC2)C#CC2=NC=CC=C2 (N-tert-butyl-6-(5-(pyridine-2-ylethynyl)furan-2-yl)imidazo[2,1-b]thiazole-5-amine). Yield: 34.2%. Reaction SMILES: [NH2:1][C:2]1[S:3][CH:4]=[CH:5][N:6]=1.[N:7]1[CH:12]=[CH:11][CH:10]=[CH:9][C:8]=1[C:13]#[C:14][C:15]1[O:19][C:18]([CH:20]=O)=[CH:17][CH:16]=1.[C:22]([N+:26]#[C-:27])([CH3:25])([CH3:24])[CH3:23].Cl(O)(=O)(=O)=O.C([O-])([O-])=O.[Na+].[Na+]>C(Cl)(Cl)Cl.C(Cl)Cl>[C:22]([NH:26][C:27]1[N:6]2[C:2]([S:3][CH:4]=[CH:5]2)=[N:1][C:20]=1[C:18]1[O:19][C:15]([C:14]#[C:13][C:8]2[CH:9]=[CH:10][CH:11]=[CH:12][N:7]=2)=[CH:16][CH:17]=1)([CH3:25])([CH3:24])[CH3:23] |f:4.5.6|. Reported procedure: A solution of 380 mg (3.8 mmol) 2-amino-thiazole, 749 mg (3.8 mmol) 5-(pyridine-2-yl-ethynyl)-furan-2-carbaldehyde, 378 mg (3.8 mmol) tert.butyl-isonitril and 73 μl of a 70% aq. perchloric acid in chloroform (2 ml) was heated to 45° C. while being stirred for 16 h. Dilution with DCM was subsequently performed and a 1 molar aq. Na2CO3 sol. was added. After 10 min of stirring at RT, the phases were separated. The aqueous phase was extracted with DCM. The collected organic phases were dried over Na...